Dataset: the Open Reaction Database (ORD), a public repository of structured organic reaction records. Task: describe an organic reaction: reactants, conditions, products, and yield The reactants are NC1CC(NC(C1)(C)C)(C)C (4-amino-2,2,6,6-tetramethylpiperidine), C(CCCCCO)O (1,6-hexanediol), [H][H] (hydrogen). The reagents and catalysts are reduced copper chromite. Yields the product CC1(NC(CC(C1)NCCCCCCNC1CC(NC(C1)(C)C)(C)C)(C)C)C (N,N'-bis(2,2,6,6-tetramethyl-4-piperidyl)hexamethylenediamine). RXN SMILES: [NH2:1][CH:2]1[CH2:7][C:6]([CH3:9])([CH3:8])[NH:5][C:4]([CH3:11])([CH3:10])[CH2:3]1.[CH2:12](O)[CH2:13][CH2:14][CH2:15][CH2:16][CH2:17]O.[H][H]>>[CH3:8][C:6]1([CH3:9])[CH2:7][CH:2]([NH:1][CH2:12][CH2:13][CH2:14][CH2:15][CH2:16][CH2:17][NH:1][CH:2]2[CH2:3][C:4]([CH3:11])([CH3:10])[NH:5][C:6]([CH3:9])([CH3:8])[CH2:7]2)[CH2:3][C:4]([CH3:11])([CH3:10])[NH:5]1. Procedure: A mixture of 4-amino-2,2,6,6-tetramethylpiperidine and 1,6-hexanediol in a molar ratio of 4:1 is reacted in a 1-liter shaft oven which is filled with 500 ml of reduced copper chromite catalyst (Harshaw Cu 1107 of Harshaw Chemical Co, DE-5632 Wermelskirchen) at 180° C. and 30 bars of hydrogen hourly. Reported procedure: To a solution of 1-aminopyrrole (2.46 g) and carbobenzyloxyglycine (6.28 g) in 120 ml of dry DCM and 10 ml of dry dimethylformamide was added DDC (8.00 g). The reaction mixture was stirred at room temperature over a period of 64 hours. The precipitate was removed by filtration and stirred in boiling ethyl acetate. The mixture was filtered and the filtrate was combined with the filtrate of the reaction mixture and evaporated to dryness. The residue was purified by flash column chromatography (sil... Product: C1(=CC=CC=C1)COC(NCC(NN1C=CC=C1)=O)=O (Phenylmethyl-[2-oxo-2-(1H-pyrrol-1-ylamino)ethyl]carbamate). The reactants are NN1C=CC=C1 (1-aminopyrrole), C(=O)(OCC1=CC=CC=C1)NCC(=O)O (carbobenzyloxyglycine). As a reaction SMILES: [NH2:1][N:2]1[CH:6]=[CH:5][CH:4]=[CH:3]1.[C:7]([NH:17][CH2:18][C:19](O)=[O:20])([O:9][CH2:10][C:11]1[CH:16]=[CH:15][CH:14]=[CH:13][CH:12]=1)=[O:8]>C(Cl)Cl.CN(C)C=O>[C:11]1([CH2:10][O:9][C:7](=[O:8])[NH:17][CH2:18][C:19](=[O:20])[NH:1][N:2]2[CH:6]=[CH:5][CH:4]=[CH:3]2)[CH:12]=[CH:13][CH:14]=[CH:15][CH:16]=1. Isolated yield 18.8%. The solvent is C(Cl)Cl (DCM), CN(C=O)C (dimethylformamide). Conditions: time 64 hour.